This data is from the Open Reaction Database (ORD), a public repository of structured organic reaction records. The task is: describe an organic reaction: reactants, conditions, products, and yield Product: Cc1ccccc1C(=O)c1sc(NCCCCCNS(=O)(=O)c2ccccc2)nc1C. As a reaction SMILES: [CH3:34][CH2:35][OH:36].[ClH:1].[NH2:2][CH2:3][CH2:4][CH2:5][CH2:6][CH2:7][NH:8][c:9]1[s:10][c:11]([C:15](=[O:16])[c:17]2[c:18]([CH3:23])[cH:19][cH:20][cH:21][cH:22]2)[c:12]([CH3:14])[n:13]1.[c:24]1([S:30](=[O:31])(=[O:32])[Cl:33])[cH:25][cH:26][cH:27][cH:28][cH:29]1>>[NH:2]([CH2:3][CH2:4][CH2:5][CH2:6][CH2:7][NH:8][c:9]1[s:10][c:11]([C:15](=[O:16])[c:17]2[c:18]([CH3:23])[cH:19][cH:20][cH:21][cH:22]2)[c:12]([CH3:14])[n:13]1)[S:30]([c:24]1[cH:25][cH:26][cH:27][cH:28][cH:29]1)(=[O:31])=[O:32]. The reactants are CCO, Cl, Cc1ccccc1C(=O)c1sc(NCCCCCN)nc1C, O=S(=O)(Cl)c1ccccc1. Reactants: CN1CCOCC1 (N-methylmorpholine), CO (methanol), COC/1=C(C(O\C1=C\C=1CS[C@H]2N(C1C(=O)OC(C1=CC=CC=C1)C1=CC=CC=C1)C([C@H]2NC(CC2=CC=CC=C2)=O)=O)=O)C (Diphenylmethyl 3-(E-2,5-dihydro-4-methoxy-3-methyl-2-oxofuran-5-ylidenemethyl)-7β-phenylacetamidoceph-3-em-4-carboxylate), P(Cl)(Cl)(Cl)(Cl)Cl (phosphorous pentachloride). The solvent is O (water), ClCCl (dichloromethane), ClCCl (dichloromethane). Conditions: temperature -20 celsius, time 30 minute. Product: N[C@H]1[C@@H]2N(C(=C(CS2)/C=C/2\C(=C(C(O2)=O)C)OC)C(=O)OC(C2=CC=CC=C2)C2=CC=CC=C2)C1=O (Diphenylmethyl 7β-Amino-3-(E-2,5-dihydro-4-methoxy-3-methyl-2-oxofuran-5-ylidenemethyl)ceph-3 -em-4-carboxylate). Yield: 58.0%. RXN SMILES: [CH3:1][O:2][C:3]1=[C:4]([CH3:45])[C:5](=[O:44])[O:6]/[C:7]/1=[CH:8]/[C:9]1[CH2:10][S:11][C@@H:12]2[C@H:32]([NH:33]C(=O)CC3C=CC=CC=3)[C:31](=[O:43])[N:13]2[C:14]=1[C:15]([O:17][CH:18]([C:25]1[CH:30]=[CH:29][CH:28]=[CH:27][CH:26]=1)[C:19]1[CH:24]=[CH:23][CH:22]=[CH:21][CH:20]=1)=[O:16].CN1CCOCC1.P(Cl)(Cl)(Cl)(Cl)Cl.CO>ClCCl.O>[NH2:33][C@@H:32]1[C:31](=[O:43])[N:13]2[C:14]([C:15]([O:17][CH:18]([C:25]3[CH:26]=[CH:27][CH:28]=[CH:29][CH:30]=3)[C:19]3[CH:20]=[CH:21][CH:22]=[CH:23][CH:24]=3)=[O:16])=[C:9](/[CH:8]=[C:7]3\[C:3]([O:2][CH3:1])=[C:4]([CH3:45])[C:5](=[O:44])[O:6]\3)[CH2:10][S:11][C@H:12]12. Reported procedure: Diphenylmethyl 3-(E-2,5-dihydro-4-methoxy-3-methyl-2-oxofuran-5-ylidenemethyl)-7β-phenylacetamidoceph-3-em-4-carboxylate (0.47 g), in dry dichloromethane (5 mls) was cooled to -20° C. under argon. This was treated with N-methylmorpholine (0.183 mls) and then a solution of phosphorous pentachloride in dichloromethane (5.13 mls, 40 mgs/ml). The solution was maintained at -20° C. for 30 mins and then methanol (5 mls) was added quickly, in one portion. The solution was allowed to warm to room temper...